This data is from the Open Reaction Database (ORD), a public repository of structured organic reaction records. The task is: describe an organic reaction: reactants, conditions, products, and yield The reactants are [OH-].[Na+] (NaOH), C(C)OC(/C(=C(/C=C/C(=C(/CC)\C1=CC=2C(CCC(C2C=C1OCC)(C)C)(C)C)/F)\C)/F)=O ((2Z,4E,6E)-7-(-3-ethoxy-5,5,8,8-tetramethyl-5,6,7,8-tetrahydro-naphthalen-2-yl)-2,6-difluoro-3-methyl-nona-2,4,6-trienoic acid ethyl ester), C(C)OC(/C(=C(/C=C/C(=C(/CC)\C1=CC=2C(CCC(C2C=C1OCC)(C)C)(C)C)/F)\C)/F)=O ((2Z,4E,6E)-7-(-3-ethoxy-5,5,8,8-tetramethyl-5,6,7,8-tetrahydro-naphthalen-2-yl)-2,6-difluoro-3-methyl-nona-2,4,6-trienoic acid ethyl ester). The solvent is CCO (EtOH). Yields the product C(C)OC=1C(=CC=2C(CCC(C2C1)(C)C)(C)C)/C(=C(\C=C\C(=C(\C(=O)O)/F)\C)/F)/CC ((2Z,4E,6E)-7-(3-Ethoxy-5,5,8,8-tetramethyl-5,6,7,8-tetrahydro-naphthalen-2-yl)-2,6-difluoro-3-methyl-nona-2,4,6-trienoic acid), solid. Yield: 61.0%. RXN SMILES: C([O:3][C:4](=[O:33])/[C:5](/[F:32])=[C:6](\[CH3:31])/[CH:7]=[CH:8]/[C:9](/[F:30])=[C:10](\[C:13]1[C:22]([O:23][CH2:24][CH3:25])=[CH:21][C:20]2[C:19]([CH3:27])([CH3:26])[CH2:18][CH2:17][C:16]([CH3:29])([CH3:28])[C:15]=2[CH:14]=1)/[CH2:11][CH3:12])C.[OH-].[Na+]>CCO>[CH2:24]([O:23][C:22]1[C:13](/[C:10](/[CH2:11][CH3:12])=[C:9](/[F:30])\[CH:8]=[CH:7]\[C:6](\[CH3:31])=[C:5](/[F:32])\[C:4]([OH:33])=[O:3])=[CH:14][C:15]2[C:16]([CH3:28])([CH3:29])[CH2:17][CH2:18][C:19]([CH3:26])([CH3:27])[C:20]=2[CH:21]=1)[CH3:25] |f:1.2|. Procedure: Following General Procedure E and using (2Z,4E,6E)-7-(-3-ethoxy-5,5,8,8-tetramethyl-5,6,7,8-tetrahydro-naphthalen-2-yl)-2,6-difluoro-3-methyl-nona-2,4,6-trienoic acid ethyl ester (Compound 25, 81 mg, 0.18 mmol), 1M NaOH (0.53 mL), and EtOH (2 mL) at 40° C. for overnight followed by flash column chromatography on silica gel (10%→50% EtOAc-hexane), the title compound was obtained as a yellow solid (46 mg, 61%). Reactants: COc1ccccc1N1CCNCC1, [Cl-], ClCc1nc2ncccc2o1, [Na+]. The product is COc1ccccc1N1CCN(Cc2nc3ncccc3o2)CC1. RXN SMILES: [CH3:12][O:13][c:14]1[c:15]([N:20]2[CH2:21][CH2:22][NH:23][CH2:24][CH2:25]2)[cH:16][cH:17][cH:18][cH:19]1.[Cl-:27].[Cl:1][CH2:2][c:3]1[o:4][c:5]2[c:6]([n:7][cH:8][cH:9][cH:10]2)[n:11]1.[Na+:26]>>[CH2:2]([c:3]1[o:4][c:5]2[c:6]([n:7][cH:8][cH:9][cH:10]2)[n:11]1)[N:23]1[CH2:22][CH2:21][N:20]([c:15]2[c:14]([O:13][CH3:12])[cH:19][cH:18][cH:17][cH:16]2)[CH2:25][CH2:24]1. Reactants: C(C)OC(CC1=CC(=C(C=C1)OC)OC1=C(C=C(C=C1)Br)CN1C(OCC1)=O)=O ({3-[4-bromo-2-(2-oxo-oxazolidin-3-ylmethyl)-phenoxy]-4-methoxy-phenyl}-acetic acid ethyl ester), CS(=O)(=O)C=1C=C(C=CC1)B(O)O (3-methylsulfonylphenylboronic acid). The product is C(C)OC(CC1=CC(=C(C=C1)OC)OC1=C(C=C(C=C1)C1=CC(=CC=C1)S(=O)(=O)C)CN1C(OCC1)=O)=O ({3-[3′-Methanesulfonyl-3-(2-oxo-oxazolidin-3-ylmethyl)-biphenyl-4-yloxy]-4-methoxy-phenyl}-acetic acid ethyl ester). Reaction SMILES: [CH2:1]([O:3][C:4](=[O:29])[CH2:5][C:6]1[CH:11]=[CH:10][C:9]([O:12][CH3:13])=[C:8]([O:14][C:15]2[CH:20]=[CH:19][C:18](Br)=[CH:17][C:16]=2[CH2:22][N:23]2[CH2:27][CH2:26][O:25][C:24]2=[O:28])[CH:7]=1)[CH3:2].[CH3:30][S:31]([C:34]1[CH:35]=[C:36](B(O)O)[CH:37]=[CH:38][CH:39]=1)(=[O:33])=[O:32]>>[CH2:1]([O:3][C:4](=[O:29])[CH2:5][C:6]1[CH:11]=[CH:10][C:9]([O:12][CH3:13])=[C:8]([O:14][C:15]2[CH:20]=[CH:19][C:18]([C:38]3[CH:37]=[CH:36][CH:35]=[C:34]([S:31]([CH3:30])(=[O:33])=[O:32])[CH:39]=3)=[CH:17][C:16]=2[CH2:22][N:23]2[CH2:27][CH2:26][O:25][C:24]2=[O:28])[CH:7]=1)[CH3:2]. Reported procedure: Prepared according to the procedure described in Example 84, Step 1, using the following starting materials: {3-[4-bromo-2-(2-oxo-oxazolidin-3-ylmethyl)-phenoxy]-4-methoxy-phenyl}-acetic acid ethyl ester and 3-methylsulfonylphenylboronic acid. Starting materials: C(C)(C)(C)OC(=O)N[C@H](C(=O)N1[C@@H](CC2=CC=CC=C12)C(=O)OC)CC (Methyl 1-(N-t-butoxycarbonyl-2(S)-aminobutyryl)indoline-2(S)-carboxylate), OCCCN (3-hydroxypropylamine). Solvent: CO (methanol). Conditions: temperature 50 celsius, time 3 hour. Product: OCCCNC(=O)[C@H]1N(C2=CC=CC=C2C1)C([C@H](CC)NC(=O)OC(C)(C)C)=O (1-(N-t-butoxycarbonyl-2(S)-aminobutyryl)-indoline-2(S)-carboxylic Acid (3-hydroxy)propylamide). As a reaction SMILES: [C:1]([O:5][C:6]([NH:8][C@@H:9]([CH2:25][CH3:26])[C:10]([N:12]1[C:20]2[C:15](=[CH:16][CH:17]=[CH:18][CH:19]=2)[CH2:14][C@H:13]1[C:21](OC)=[O:22])=[O:11])=[O:7])([CH3:4])([CH3:3])[CH3:2].[OH:27][CH2:28][CH2:29][CH2:30][NH2:31]>CO>[OH:27][CH2:28][CH2:29][CH2:30][NH:31][C:21]([C@@H:13]1[CH2:14][C:15]2[C:20](=[CH:19][CH:18]=[CH:17][CH:16]=2)[N:12]1[C:10](=[O:11])[C@@H:9]([NH:8][C:6]([O:5][C:1]([CH3:2])([CH3:4])[CH3:3])=[O:7])[CH2:25][CH3:26])=[O:22]. Procedure: Methyl 1-(N-t-butoxycarbonyl-2(S)-aminobutyryl)indoline-2(S)-carboxylate (0.36 g, 1 mmol) was dissolved in methanol (10 ml) and treated, under nitrogen and at 50° C., with 3-hydroxypropylamine (10 ml). The mixture was stirred at 50° C. for 3 h and the solvent was evaporated off. The residue was dissolved in methylene chloride (30 ml) and washed with 1M KHSO4. The organic phase was dried (Na2SO4) and evaporated. The residue was purified by column chromatography in order to give the product.